From a dataset of the Open Reaction Database (ORD), a public repository of structured organic reaction records. describe an organic reaction: reactants, conditions, products, and yield Reactants: C(C1=CC=CC=C1)N1C2=CC=CC(=C2C=2C(CCCC12)C(N)=O)OCC(=O)OC ([9-benzyl-4-carbamoyl-1,2,3,4-tetrahydrocarbazole-5-yl]oxyacetic acid, methyl ester), [Li+].[OH-] (LiOH), [Li+].[OH-] (LiOH). Run in C1CCOC1 (THF), CO (MeOH). Run at time 18 hour. Yields the product C(C1=CC=CC=C1)N1C2=CC=CC(=C2C=2C(CCCC12)C(N)=O)OCC(=O)O ([9-benzyl-4-carbamoyl-1,2,3,4-tetrahydrocarbazole-5-yl]oxyacetic acid). The yield is 86.9%. Reaction SMILES: [CH2:1]([N:8]1[C:20]2[CH2:19][CH2:18][CH2:17][CH:16]([C:21](=[O:23])[NH2:22])[C:15]=2[C:14]2[C:9]1=[CH:10][CH:11]=[CH:12][C:13]=2[O:24][CH2:25][C:26]([O:28]C)=[O:27])[C:2]1[CH:7]=[CH:6][CH:5]=[CH:4][CH:3]=1.[Li+].[OH-]>C1COCC1.CO>[CH2:1]([N:8]1[C:20]2[CH2:19][CH2:18][CH2:17][CH:16]([C:21](=[O:23])[NH2:22])[C:15]=2[C:14]2[C:9]1=[CH:10][CH:11]=[CH:12][C:13]=2[O:24][CH2:25][C:26]([OH:28])=[O:27])[C:2]1[CH:7]=[CH:6][CH:5]=[CH:4][CH:3]=1 |f:1.2|. Reported procedure: A solution of 30 mg (0.076 mmol) of [9-benzyl-4-carbamoyl-1,2,3,4-tetrahydrocarbazole-5-yl]oxyacetic acid, methyl ester in 1.0 mL of THF and 1.0 mL of MeOH was treated with 0.2 mL of 1 N aqueous LiOH (0.2 mmol). The mixture was stirred for 18 hours. An additional 0.2 mL of 1 N aqueous LiOH (0.2 mmol) was added and stirring continued. After 1 hour, the mixture was concentrated in vacuo. The residue was dissolved in 2.0 mL of H2O and the solution acidified with 0.2 N aqueous HCl. The solid was fil... Reactants: CCC1CC(OC2CCOCC2)CC1c1nnc2cnc3c(ccn3S(=O)(=O)c3ccc(C)cc3)n12, Cl, [Na+], C1COCCO1, [OH-]. The product is CCC1CC(OC2CCOCC2)CC1c1nnc2cnc3[nH]ccc3n12. As a reaction SMILES: [CH2:1]([CH3:2])[CH:3]1[CH:4]([c:15]2[n:16][n:17][c:18]3[n:19]2[c:20]2[c:21]([n:22][cH:23]3)[n:24]([S:27]([c:28]3[cH:29][cH:30][c:31]([CH3:32])[cH:33][cH:34]3)(=[O:35])=[O:36])[cH:25][cH:26]2)[CH2:5][CH:6]([O:8][CH:9]2[CH2:10][CH2:11][O:12][CH2:13][CH2:14]2)[CH2:7]1.[ClH:39].[Na+:38].[O:40]1[CH2:41][CH2:42][O:43][CH2:44][CH2:45]1.[OH-:37]>>[CH2:1]([CH3:2])[CH:3]1[CH:4]([c:15]2[n:16][n:17][c:18]3[n:19]2[c:20]2[c:21]([n:22][cH:23]3)[nH:24][cH:25][cH:26]2)[CH2:5][CH:6]([O:8][CH:9]2[CH2:10][CH2:11][O:12][CH2:13][CH2:14]2)[CH2:7]1. Starting materials: CCOC(=O)c1cc(-c2cc(C)cc(C)c2)c(OCCO)c(-c2cc(C)cc(C)c2)c1, C1CCOC1, [Li]CCCC, CCOC(C)=O, NCCCCCCCCc1ccccc1. Yields the product Cc1cc(C)cc(-c2cc(C(=O)NCCCCCCCCc3ccccc3)cc(-c3cc(C)cc(C)c3)c2OCCO)c1. Reaction SMILES: [CH2:21]([O:23][C:24](=[O:22])[c:25]1[cH:26][c:27](-[c:43]2[cH:44][c:45]([CH3:50])[cH:46][c:47]([CH3:49])[cH:48]2)[c:28]([O:39][CH2:40][CH2:41][OH:42])[c:29](-[c:31]2[cH:32][c:33]([CH3:38])[cH:34][c:35]([CH3:37])[cH:36]2)[cH:30]1)[CH3:51].[CH2:58]1[O:59][CH2:60][CH2:61][CH2:62]1.[CH3:16][CH2:17][CH2:18][CH2:19][Li:20].[CH3:52][CH2:53][O:54][C:55]([CH3:56])=[O:57].[c:1]1([CH2:7][CH2:8][CH2:9][CH2:10][CH2:11][CH2:12][CH2:13][CH2:14][NH2:15])[cH:2][cH:3][cH:4][cH:5][cH:6]1>>[c:1]1([CH2:7][CH2:8][CH2:9][CH2:10][CH2:11][CH2:12][CH2:13][CH2:14][NH:15][C:24](=[O:23])[c:25]2[cH:26][c:27](-[c:43]3[cH:44][c:45]([CH3:50])[cH:46][c:47]([CH3:49])[cH:48]3)[c:28]([O:39][CH2:40][CH2:41][OH:42])[c:29](-[c:31]3[cH:32][c:33]([CH3:38])[cH:34][c:35]([CH3:37])[cH:36]3)[cH:30]2)[cH:2][cH:3][cH:4][cH:5][cH:6]1. Starting materials: C(C)OC(/C(=C(\C)/N(C)C)/NC(C)=O)=O ((Z)-2-Acetylamino-3-dimethylamino-but-2-enoic acid ethyl ester), C1(CC1)N (cyclopropylamine). Run in C(C)(=O)O (acetic acid), O (water). Yields the product C(C)OC(/C(=C(\C)/NC1CC1)/NC(C)=O)=O ((Z)-2-Acetylamino-3-cyclopropylamino-but-2-enoic acid ethyl ester). RXN SMILES: [CH2:1]([O:3][C:4](=[O:15])/[C:5](/[NH:11][C:12](=[O:14])[CH3:13])=[C:6](/[N:8]([CH3:10])C)\[CH3:7])[CH3:2].[CH:16]1(N)C[CH2:17]1>C(O)(=O)C.O>[CH2:1]([O:3][C:4](=[O:15])/[C:5](/[NH:11][C:12](=[O:14])[CH3:13])=[C:6](/[NH:8][CH:10]1[CH2:17][CH2:16]1)\[CH3:7])[CH3:2]. Procedure: (Z)-2-Acetylamino-3-dimethylamino-but-2-enoic acid ethyl ester (4.3 g, 20 mmol) and cyclopropylamine (1.14 g, 20 mmol) were stirred at room temperature in acetic acid (40 ml) for 2 hrs. The reaction mixture was diluted slowly with 30 ml of water and evaporated under vacuum at 35° C. Water (30 ml) was added to the residue and evaporated again at 35° C. The same procedure was repeated twice with toluene (30 ml each) to obtain the desired crude product as a dark brown oil [MS: m/e=227.4 (M+H+)], wh... Starting materials: O=C1C=CC(=NN1CC1=CC(=CC=C1)C1=NC=C(C=N1)B1OC(C(O1)(C)C)(C)C)C=1C=C(C#N)C=CC1 (3-(6-oxo-1-{3-[5-(4,4,5,5-tetramethyl-1,3,2-dioxaborolan-2-yl)-pyrimidin-2-yl]benzyl}-1,6-dihydropyridazin-3-yl)benzonitrile), B1(OO1)[O-].O.O.O.O.[Na+] (sodium perborate tetrahydrate), [Cl-].[NH4+] (ammonium chloride). The solvent is C1CCOC1 (THF), O (water), ClCCl (dichloromethane). Reaction conditions: time 2 hour. The product is OC=1C=NC(=NC1)C=1C=C(CN2N=C(C=CC2=O)C=2C=C(C#N)C=CC2)C=CC1 (3-{1-[3-(5-hydroxypyrimidin-2-yl)benzyl]-6-oxo-1,6-dihydro-pyridazin-3-yl}benzonitrile). Reaction SMILES: [O:1]=[C:2]1[N:7]([CH2:8][C:9]2[CH:14]=[CH:13][CH:12]=[C:11]([C:15]3[N:20]=[CH:19][C:18](B4OC(C)(C)C(C)(C)O4)=[CH:17][N:16]=3)[CH:10]=2)[N:6]=[C:5]([C:30]2[CH:31]=[C:32]([CH:35]=[CH:36][CH:37]=2)[C:33]#[N:34])[CH:4]=[CH:3]1.B1([O-])O[O:39]1.O.O.O.O.[Na+].[Cl-].[NH4+]>C1COCC1.O.ClCCl>[OH:39][C:18]1[CH:17]=[N:16][C:15]([C:11]2[CH:10]=[C:9]([CH:14]=[CH:13][CH:12]=2)[CH2:8][N:7]2[C:2](=[O:1])[CH:3]=[CH:4][C:5]([C:30]3[CH:31]=[C:32]([CH:35]=[CH:36][CH:37]=3)[C:33]#[N:34])=[N:6]2)=[N:20][CH:19]=1 |f:1.2.3.4.5.6,7.8|. Procedure: 50.46 g of 3-(6-oxo-1-{3-[5-(4,4,5,5-tetramethyl-1,3,2-dioxaborolan-2-yl)-pyrimidin-2-yl]benzyl}-1,6-dihydropyridazin-3-yl)benzonitrile (102.7 mmol) and 33.81 g of sodium perborate tetrahydrate (339 mmol) in a mixture of 220 ml of THF and 220 ml of water are mixed in a 1000 ml one-necked flask and stirred at room temperature for 2 h, during which a pale precipitate deposits. The reaction mixture is diluted with 800 ml of dichloromethane, shaken with 500 ml of saturated aqueous ammonium chloride ... Reactants: O=C([O-])[O-], CN(C)C=O, CCOC(=O)C1CCN(c2nc(COc3ccc(CCl)cc3OC)c(C)s2)CC1, [K+], [K+], O, O=Cc1cn(-c2ccccc2)nc1O. Yields the product CCOC(=O)C1CCN(c2nc(COc3ccc(COc4nn(-c5ccccc5)cc4C=O)cc3OC)c(C)s2)CC1. As a reaction SMILES: [C:44](=[O:45])([O-:46])[O-:47].[CH3:50][N:51]([CH3:52])[CH:53]=[O:54].[Cl:1][CH2:2][c:3]1[cH:4][c:5]([O:28][CH3:29])[c:6]([O:7][CH2:8][c:9]2[n:10][c:11]([N:15]3[CH2:16][CH2:17][CH:18]([C:21](=[O:22])[O:23][CH2:24][CH3:25])[CH2:19][CH2:20]3)[s:12][c:13]2[CH3:14])[cH:26][cH:27]1.[K+:48].[K+:49].[OH2:55].[OH:30][c:31]1[n:32][n:33](-[c:38]2[cH:39][cH:40][cH:41][cH:42][cH:43]2)[cH:34][c:35]1[CH:36]=[O:37]>>[CH2:2]([c:3]1[cH:4][c:5]([O:28][CH3:29])[c:6]([O:7][CH2:8][c:9]2[n:10][c:11]([N:15]3[CH2:16][CH2:17][CH:18]([C:21](=[O:22])[O:23][CH2:24][CH3:25])[CH2:19][CH2:20]3)[s:12][c:13]2[CH3:14])[cH:26][cH:27]1)[O:30][c:31]1[n:32][n:33](-[c:38]2[cH:39][cH:40][cH:41][cH:42][cH:43]2)[cH:34][c:35]1[CH:36]=[O:37]. Starting materials: solution, C=1C=C[N+](=C(C1)[S-])[O-].[Na+] (sodium omadine), ClC1=C(C(C)Cl)C(=CC=C1)F (2-chloro-6-fluoro-alpha-methylbenzyl chloride). Run in C(C)O (ethanol). Run at temperature 75 celsius, time 2 hour. The product is ClC1=C(C(=CC=C1)F)C(C)SC1=[N+](C=CC=C1)[O-] (2-[1-(2-chloro-6-fluorophenyl)ethylthio]pyridine 1-oxide). Reaction SMILES: [Cl:1][C:2]1[CH:10]=[CH:9][CH:8]=[C:7]([F:11])[C:3]=1[CH:4](Cl)[CH3:5].[CH:12]1[CH:13]=[CH:14][N+:15]([O-:19])=[C:16]([S-:18])[CH:17]=1.[Na+]>C(O)C>[Cl:1][C:2]1[CH:10]=[CH:9][CH:8]=[C:7]([F:11])[C:3]=1[CH:4]([S:18][C:16]1[CH:17]=[CH:12][CH:13]=[CH:14][N+:15]=1[O-:19])[CH3:5] |f:1.2|. Reported procedure: 2-chloro-6-fluoro-alpha-methylbenzyl chloride (46.2, 0.24 mol is dissolved in ethanol (120 Ml) and warmed to 75° C. A 40 percent solution of sodium omadine (98.1 g, 0.26 mol) is added dropwise over a period of 30 minutes maintaining a reaction temperature of 75° C. throughout. Once the addition is complete, the reaction mixture is kept at 75° C. for 2 hours and then stirred at room temperature for 16 hours. Thereafter the mixture is quenched in ice-water and crude product is filtered off. After ... Starting materials: [N+](=O)(O)[O-] (nitric acid), S(O)(O)(=O)=O (sulfuric acid), [N+](=O)(O)[O-].COC=1C=C(C=CC1)CN1C=NC=C1 (1-[(3-methoxyphenyl)methyl]-1H-imidazole mononitrate), [OH-].[NH4+] (ammonium hydroxide). Run at time 30 minute. The product is 28.2, COC=1C=C(C=CC1[N+](=O)[O-])CN1C=NC=C1 (1-[(3-methoxy-4-nitrophenyl)methyl]-1H-imidazole). Isolated yield 40.3%. Reaction SMILES: S(=O)(=O)(O)O.[N+:6]([O-:9])(O)=[O:7].[CH3:10][O:11][C:12]1[CH:13]=[C:14]([CH2:18][N:19]2[CH:23]=[CH:22][N:21]=[CH:20]2)[CH:15]=[CH:16][CH:17]=1.[N+]([O-])(O)=O.[OH-].[NH4+]>>[CH3:10][O:11][C:12]1[CH:13]=[C:14]([CH2:18][N:19]2[CH:23]=[CH:22][N:21]=[CH:20]2)[CH:15]=[CH:16][C:17]=1[N+:6]([O-:9])=[O:7] |f:1.2,4.5|. Procedure details: To 184 parts of cold (10° C., ice bath) concentrated sulfuric acid were added portionwise 75 parts of 1-[(3-methoxyphenyl)methyl]-1H-imidazole mononitrate during 1 hour. Upon complete addition, stirring was continued for 30 minutes at 10° C. 15 Parts of concentrated nitric acid were added dropwise during 30 minutes at 15° C. Upon completion, the whole was stirred for 30 minutes at 10° C. The reaction mixture was poured into 1500 parts of crushed ice and the whole was treated with an ammonium hyd... Starting materials: NC1=C(C=CC=C1C(F)(F)F)C(=O)C1=CC(=CC=C1)O ([2-amino-3-(trifluoromethyl)phenyl]-(3-hydroxy-phenyl)methanone), COC1=C(C=CC=C1)CC=O ((2-Methoxy-phenyl)-acetaldehyde). Yields the product COC1=C(C=CC=C1)C=1C=NC2=C(C=CC=C2C1C=1C=C(C=CC1)O)C(F)(F)F (3-[3-(2-METHOXYPHENYL)-8-(TRIFLUOROMETHYL)QUINOLIN-4-YL]PHENOL). As a reaction SMILES: [NH2:1][C:2]1[C:7]([C:8]([F:11])([F:10])[F:9])=[CH:6][CH:5]=[CH:4][C:3]=1[C:12]([C:14]1[CH:19]=[CH:18][CH:17]=[C:16]([OH:20])[CH:15]=1)=O.[CH3:21][O:22][C:23]1[CH:28]=[CH:27][CH:26]=[CH:25][C:24]=1[CH2:29][CH:30]=O>>[CH3:21][O:22][C:23]1[CH:28]=[CH:27][CH:26]=[CH:25][C:24]=1[C:29]1[CH:30]=[N:1][C:2]2[C:3]([C:12]=1[C:14]1[CH:15]=[C:16]([OH:20])[CH:17]=[CH:18][CH:19]=1)=[CH:4][CH:5]=[CH:6][C:7]=2[C:8]([F:11])([F:10])[F:9]. Procedure details: The title compound was prepared from [2-amino-3-(trifluoromethyl)phenyl]-(3-hydroxy-phenyl)methanone and (2-Methoxy-phenyl)-acetaldehyde following the procedure of Example 457: MS (ESI) m/z 396; HRMS: calcd for C23H16F3NO2+H+, 396.12059; found (ESI, [M+H]+), 396.1223. Reactants: Cl (HCl), CN1CCC(CC1)OC1C2=NC(=C(N2CCC2=C1C=CC=C2)C(=O)N)C2=CC=CC=C2 (4-(1-methylpiperidin-4-yloxy)-2-phenyl-9,10-dihydro-4H-3,10a-diaza-benzo[f]azulene-1-carboxylic acid amide), [OH-].[Na+] (NaOH). The solvent is O (Water). Run at temperature 125 celsius. Yields the product CN1CCC(CC1)OC1C2=NC(=C(N2CCC2=C1C=CC=C2)C(=O)O)C2=CC=CC=C2 (4-(1-methylpiperidin-4-yloxy)-2-phenyl-9,10-dihydro-4H-3,10a-diaza-benzo[f]azulene-1-carboxylic acid). Reaction SMILES: [CH3:1][N:2]1[CH2:7][CH2:6][CH:5]([O:8][CH:9]2[C:18]3[CH:19]=[CH:20][CH:21]=[CH:22][C:17]=3[CH2:16][CH2:15][N:14]3[C:10]2=[N:11][C:12]([C:26]2[CH:31]=[CH:30][CH:29]=[CH:28][CH:27]=2)=[C:13]3[C:23](N)=[O:24])[CH2:4][CH2:3]1.[OH-:32].[Na+].Cl>O>[CH3:1][N:2]1[CH2:7][CH2:6][CH:5]([O:8][CH:9]2[C:18]3[CH:19]=[CH:20][CH:21]=[CH:22][C:17]=3[CH2:16][CH2:15][N:14]3[C:10]2=[N:11][C:12]([C:26]2[CH:31]=[CH:30][CH:29]=[CH:28][CH:27]=2)=[C:13]3[C:23]([OH:24])=[O:32])[CH2:4][CH2:3]1 |f:1.2|. Procedure: To 4-(1-methyl piperidin-4-yloxy)-2-phenyl-9,10-dihydro-4H-3,10a-diaza-benzo[f]azulene-1-carboxylic acid amide (example 254) (250 mg, 0.6 mmole) is added 30% aqueous NaOH solution (2 mL). The reaction mixture is heated to 125° C. overnight. Water (2 mL) is added as well as 1N HCl to pH 6-7. The solvent is removed under reduced pressure. The residue is dissolved in absolute EtOH and filtered to remove inorganic salts. EtOH is removed under reduced pressure. The residue is triturated in Et2O, filt...